This data is from the Open Reaction Database (ORD), a public repository of structured organic reaction records. The task is: describe an organic reaction: reactants, conditions, products, and yield Starting materials: N1C=NC(=C1)C(=O)OC (methyl 4-imidazolecarboxylate), BrCC1=CC(=C(C=C1)C=1SC2=NC(=CC=C2N1)C1(CC1)C1=CC=CC=C1)F (2-(4-(bromomethyl)-2-fluorophenyl)-5-(1-phenylcyclopropyl)thiazolo[5,4-b]pyridine), CC(C)([O-])C.[Na+] (sodium tert-butoxide). Solvent: C(C)O (ethyl alcohol). Conditions: temperature 70 celsius. The product is FC=1C=C(CN2C=NC(=C2)C(=O)OCC)C=CC1C=1SC2=NC(=CC=C2N1)C1(CC1)C1=CC=CC=C1 (ethyl 1-(3-fluoro-4-(5-(1-phenylcyclopropyl)thiazolo[5,4-b]pyridin-2-yl)benzyl)-1H-imidazole-4-carboxylate), FC=1C=C(CN2C=NC=C2C(=O)OCC)C=CC1C=1SC2=NC(=CC=C2N1)C1(CC1)C1=CC=CC=C1 (ethyl 1-(3-fluoro-4-(5-(1-phenylcyclopropyl)thiazolo[5,4-b]pyridin-2-yl)benzyl)-1H-imidazole-5-carboxylate). As a reaction SMILES: [NH:1]1[CH:5]=[C:4]([C:6]([O:8][CH3:9])=[O:7])[N:3]=[CH:2]1.[CH3:10][C:11]([CH3:14])([O-:13])C.[Na+].Br[CH2:17][C:18]1[CH:23]=[CH:22][C:21]([C:24]2[S:25][C:26]3[C:31]([N:32]=2)=[CH:30][CH:29]=[C:28]([C:33]2([C:36]4[CH:41]=[CH:40][CH:39]=[CH:38][CH:37]=4)[CH2:35][CH2:34]2)[N:27]=3)=[C:20]([F:42])[CH:19]=1>C(O)C>[F:42][C:20]1[CH:19]=[C:18]([CH:23]=[CH:22][C:21]=1[C:24]1[S:25][C:26]2[C:31]([N:32]=1)=[CH:30][CH:29]=[C:28]([C:33]1([C:36]3[CH:41]=[CH:40][CH:39]=[CH:38][CH:37]=3)[CH2:35][CH2:34]1)[N:27]=2)[CH2:17][N:1]1[CH:5]=[C:4]([C:6]([O:8][CH2:9][CH3:10])=[O:7])[N:3]=[CH:2]1.[F:42][C:20]1[CH:19]=[C:18]([CH:23]=[CH:22][C:21]=1[C:24]1[S:25][C:26]2[C:31]([N:32]=1)=[CH:30][CH:29]=[C:28]([C:33]1([C:36]3[CH:37]=[CH:38][CH:39]=[CH:40][CH:41]=3)[CH2:35][CH2:34]1)[N:27]=2)[CH2:17][N:3]1[C:4]([C:6]([O:13][CH2:11][CH3:14])=[O:7])=[CH:5][N:1]=[CH:2]1 |f:1.2|. Reported procedure: In a reactor tube was dissolved methyl 4-imidazolecarboxylate (0.047 g, 0.37 mmol) in ethyl alcohol (2 mL). To the solution was added sodium tert-butoxide (0.035 g, 0.37 mmol) followed by 2-(4-(bromomethyl)-2-fluorophenyl)-5-(1-phenylcyclopropyl)thiazolo[5,4-b]pyridine (0.081 g, 0.18 mmol) and the reaction mixture was heated to 70° C. for 1 h. The crude reaction mixture was concentrated in vacuo and purified by silica gel chromatography to afford pure ethyl 1-(3-fluoro-4-(5-(1-phenylcyclopropyl)... The reactants are C(CC)N(C1CC2=CC(=C(C=C2C1)C(=O)[O-])C(=O)[O-])CCC (2-(dipropylamino)-2,3-dihydro-1H-indene-5,6-dicarboxylate), Cl.CN (methylamine hydrochloride), Cl (HCl). Yields the product C(CC)N(C1CC=2C(=CC=3C(N(C(C3C2)=O)C)=O)C1)CCC (6-(Dipropylamino)-6,7-dihydro-2-methylcyclopent[f]isoindole-1,3(2H,5H)- dione). As a reaction SMILES: [CH2:1]([N:4]([CH2:20][CH2:21][CH3:22])[CH:5]1[CH2:13][C:12]2[C:7](=[CH:8][C:9]([C:17]([O-])=[O:18])=[C:10]([C:14]([O-])=[O:15])[CH:11]=2)[CH2:6]1)[CH2:2][CH3:3].Cl.[CH3:24][NH2:25].Cl>>[CH2:1]([N:4]([CH2:20][CH2:21][CH3:22])[CH:5]1[CH2:13][C:12]2=[CH:11][C:10]3[C:14](=[O:15])[N:25]([CH3:24])[C:17](=[O:18])[C:9]=3[CH:8]=[C:7]2[CH2:6]1)[CH2:2][CH3:3] |f:1.2|. Reported procedure: Using procedure 49, 2-(dipropylamino)-2,3-dihydro-1H-indene-5,6-dicarboxylate (92, 0.3 g, 1.0 mmol) was treated with methylamine hydrochloride(1.35 g, 20.0 mmol). Purification on silica gel, eluting with 2:1 hexane/acetone, afforded an oil that was converted to an HCl salt and recrystallized from EtOAc/2-propanol to give 120 as a white solid (m.p. 245-246° C.). The reactants are CC(=O)[O-], CC(=O)[O-], Ic1ccccc1, [Pd+2], Cc1ccccc1C, c1ccc2c(c1)[nH]c1ccccc12. The product is c1ccc(-c2cccc3c2[nH]c2ccccc23)cc1. As a reaction SMILES: [C:21]([O-:22])(=[O:23])[CH3:24].[C:26]([O-:27])(=[O:28])[CH3:29].[I:14][c:15]1[cH:16][cH:17][cH:18][cH:19][cH:20]1.[Pd+2:25].[c:30]1([CH3:31])[c:32]([CH3:33])[cH:34][cH:35][cH:36][cH:37]1.[cH:1]1[cH:2][cH:3][cH:4][c:5]2[c:6]3[cH:7][cH:8][cH:9][cH:10][c:11]3[nH:12][c:13]12>>[cH:1]1[cH:2][cH:3][cH:4][c:5]2[c:6]3[cH:7][cH:8][cH:9][c:10](-[c:15]4[cH:16][cH:17][cH:18][cH:19][cH:20]4)[c:11]3[nH:12][c:13]12. Starting materials: CC(C)=O, O=[N+]([O-])c1ccc(O)cc1F, CI, C1CCC2=NCCCN2CC1. Product: COc1ccc([N+](=O)[O-])c(F)c1. Reaction SMILES: [CH3:25][C:26](=[O:27])[CH3:28].[F:1][c:2]1[cH:3][c:4]([OH:11])[cH:5][cH:6][c:7]1[N+:8](=[O:9])[O-:10].[I:23][CH3:24].[N:12]12[CH2:13][CH2:22][CH2:21][CH2:20][CH2:19][C:18]1=[N:17][CH2:16][CH2:15][CH2:14]2>>[F:1][c:2]1[cH:3][c:4]([O:11][CH3:13])[cH:5][cH:6][c:7]1[N+:8](=[O:9])[O-:10]. Reactants: C, COC(=O)COc1cc(OC)c([N+](=O)[O-])c(OCc2ccccc2)c1, CCO, Cl, [Na+], [OH-], [Pd], Cc1ccccc1N=C=S. Product: COc1cc(OCC(=O)O)cc(OCc2ccccc2)c1[N+](=O)[O-]. Reaction SMILES: [C:41].[CH2:1]([c:2]1[cH:3][cH:4][cH:5][cH:6][cH:7]1)[O:8][c:9]1[cH:10][c:11]([O:12][CH2:13][C:14](=[O:15])[O:16][CH3:17])[cH:18][c:19]([O:24][CH3:25])[c:20]1[N+:21](=[O:22])[O-:23].[CH3:38][CH2:39][OH:40].[ClH:43].[Na+:37].[OH-:36].[Pd:42].[c:26]1([CH3:27])[c:28]([N:29]=[C:30]=[S:31])[cH:32][cH:33][cH:34][cH:35]1>>[CH2:1]([c:2]1[cH:3][cH:4][cH:5][cH:6][cH:7]1)[O:8][c:9]1[cH:10][c:11]([O:12][CH2:13][C:14](=[O:15])[OH:16])[cH:18][c:19]([O:24][CH3:25])[c:20]1[N+:21](=[O:22])[O-:23]. Reactants: O=Cc1ccc(Br)s1, O=C([O-])[O-], [K+], [K+], CN(C)C=O, O, Cc1ccc2nc(S)[nH]c2c1. The product is Cc1ccc2[nH]c(Sc3ccc(C=O)s3)nc2c1. Reaction SMILES: [Br:12][c:13]1[cH:14][cH:15][c:16]([CH:18]=[O:19])[s:17]1.[C:20](=[O:21])([O-:22])[O-:23].[K+:24].[K+:25].[O:27]=[CH:28][N:29]([CH3:30])[CH3:31].[OH2:26].[SH:1][c:2]1[nH:3][c:4]2[c:5]([n:6]1)[cH:7][cH:8][c:9]([CH3:11])[cH:10]2>>[S:1]([c:2]1[n:3][c:4]2[c:5]([nH:6]1)[cH:7][cH:8][c:9]([CH3:11])[cH:10]2)[c:13]1[cH:14][cH:15][c:16]([CH:18]=[O:19])[s:17]1. Run in C1(=CC=CC=C1)C (toluene). Reaction conditions: time 30 minute. The reagents and catalysts are C=1C=CC(=CC1)[P](C=2C=CC=CC2)(C=3C=CC=CC3)[Pd]([P](C=4C=CC=CC4)(C=5C=CC=CC5)C=6C=CC=CC6)([P](C=7C=CC=CC7)(C=8C=CC=CC8)C=9C=CC=CC9)[P](C=1C=CC=CC1)(C=1C=CC=CC1)C=1C=CC=CC1 (tetrakistriphenylphosphinepalladium). RXN SMILES: Br[C:2]1[CH:3]=[CH:4][C:5]2[S:11](=[O:13])(=[O:12])[CH2:10][CH2:9][C:8]([C:14]([NH:16][C:17]3[CH:22]=[CH:21][C:20]([CH2:23][N:24]([CH3:31])[CH:25]4[CH2:30][CH2:29][O:28][CH2:27][CH2:26]4)=[CH:19][CH:18]=3)=[O:15])=[CH:7][C:6]=2[CH:32]=1.B([O-])([O-])O[C:35]1[CH:40]=[CH:39][C:38]([O:41][CH2:42][CH2:43][O:44][CH2:45][CH3:46])=[C:37]([O:47][CH2:48][CH3:49])[CH:36]=1.C(=O)([O-])[O-].[K+].[K+].C(O)C>C1C=CC([P]([Pd]([P](C2C=CC=CC=2)(C2C=CC=CC=2)C2C=CC=CC=2)([P](C2C=CC=CC=2)(C2C=CC=CC=2)C2C=CC=CC=2)[P](C2C=CC=CC=2)(C2C=CC=CC=2)C2C=CC=CC=2)(C2C=CC=CC=2)C2C=CC=CC=2)=CC=1.C1(C)C=CC=CC=1>[CH2:48]([O:47][C:37]1[CH:36]=[C:35]([C:2]2[CH:3]=[CH:4][C:5]3[S:11](=[O:13])(=[O:12])[CH2:10][CH2:9][C:8]([C:14]([NH:16][C:17]4[CH:18]=[CH:19][C:20]([CH2:23][N:24]([CH3:31])[CH:25]5[CH2:30][CH2:29][O:28][CH2:27][CH2:26]5)=[CH:21][CH:22]=4)=[O:15])=[CH:7][C:6]=3[CH:32]=2)[CH:40]=[CH:39][C:38]=1[O:41][CH2:42][CH2:43][O:44][CH2:45][CH3:46])[CH3:49] |f:2.3.4,^1:64,66,85,104|. The reactants are BrC=1C=CC2=C(C=C(CCS2(=O)=O)C(=O)NC2=CC=C(C=C2)CN(C2CCOCC2)C)C1 (7-bromo-N-[4-[[N-methyl-N-(tetrahydro-2H-pyran-4-yl)amino]methyl]phenyl]-1,1-dioxo-2,3-dihydro-1-benzothiepine-4-carboxamide), B(OC1=CC(=C(C=C1)OCCOCC)OCC)([O-])[O-] (3-ethoxy-4-(2-ethoxyethoxy)phenyl borate), C([O-])([O-])=O.[K+].[K+] (potassium carbonate), C(C)O (ethanol). The yield is 69.4%. Product: C(C)OC=1C=C(C=CC1OCCOCC)C=1C=CC2=C(C=C(CCS2(=O)=O)C(=O)NC2=CC=C(C=C2)CN(C2CCOCC2)C)C1 (7-[3-ethoxy-4-(2-ethoxyethoxy)phenyl]-N-[4-[[N-methyl-N-(tetrahydro-2H-pyran-4-yl)amino]methyl]phenyl]-1,1-dioxo-2,3-dihydro-1-benzothiepine-4-carboxamide). Procedure details: A mixture of 7-bromo-N-[4-[[N-methyl-N-(tetrahydro-2H-pyran-4-yl)amino]methyl]phenyl]-1,1-dioxo-2,3-dihydro-1-benzothiepine-4-carboxamide (0.3 g), 3-ethoxy-4-(2-ethoxyethoxy)phenyl borate (0.18 g), 1M potassium carbonate solution (1.3 ml), ethanol (1.3 ml) and toluene (25 ml) was stirred under argon atmosphere at room temperature for 30 minutes. To the mixture was added tetrakistriphenylphosphinepalladium (0.03 g), and the mixture was refluxed under argon atmosphere for 6 hours and extracted wit... Starting materials: [OH-].[Na+] (sodium hydroxide), Cl (hydrochloric acid), ClCCl (Dichloromethane), Cl.FC=1C=C(C=CC1)C(=COCCN1CC(=CCC1)C(=O)O)C1=CC(=CC=C1)F (1-[2-[[2,2-bis(3-Fluorophenyl)ethenyl]oxy]ethyl]-1,2,5,6-tetrahydro-3-pyridine carboxylic acid hydrochloride), C(C)O (ethanol), ice, Cl (hydrochloric acid). Solvent: O (Water). Run at time 4 hour. The product is Cl.COC=1C=C(C=CC1)C(=COCCN1CC(=CCC1)C(=O)O)C1=C(C=CC=C1)C (1-[2-[[2-(3-Methoxyphenyl)-2-(2-methylphenyl)ethenyl]oxy]-ethyl]-1,2, 5,6-tetrahydro-3-pyridine carboxylic acid hydrochloride). Yield: 52.0%. Reaction SMILES: Cl.F[C:3]1[CH:4]=[C:5]([C:9]([C:23]2[CH:28]=[CH:27][CH:26]=[C:25](F)[CH:24]=2)=[CH:10][O:11][CH2:12][CH2:13][N:14]2[CH2:19][CH2:18][CH:17]=[C:16]([C:20]([OH:22])=[O:21])[CH2:15]2)[CH:6]=[CH:7][CH:8]=1.[OH-].[Na+].Cl.[Cl:33][CH2:34]Cl.[CH2:36]([OH:38])C>O>[ClH:33].[CH3:36][O:38][C:3]1[CH:4]=[C:5]([C:9]([C:23]2[CH:28]=[CH:27][CH:26]=[CH:25][C:24]=2[CH3:34])=[CH:10][O:11][CH2:12][CH2:13][N:14]2[CH2:19][CH2:18][CH:17]=[C:16]([C:20]([OH:22])=[O:21])[CH2:15]2)[CH:6]=[CH:7][CH:8]=1 |f:0.1,2.3,8.9|. Reported procedure: 1-[2-[[2-(3-Methoxyphenyl)-2-(2-methylphenyl)ethenyl]oxy]-ethyl]-1, 2,5,6-tetrahydro-3-pyridine carboxylic acid methyl ester (1.15 g, 0.0027 mol) (prepared as described in Method D) was dissolved in ethanol (15 ml) and 12 N sodium hydroxide solution (0.5 ml) was introduced. After stirring the solution at room temperature for 4 h, ice (30 g) was added, and the pH of the reaction mixture was adjusted to ca. 7 with 37% hydrochloric acid solution. Dichloromethane (200 ml) was added, and the pH was f...